The task is: describe an organic reaction: reactants, conditions, products, and yield. This data is from the Open Reaction Database (ORD), a public repository of structured organic reaction records. The reactants are COC(=O)Cc1cccc(NC(=O)c2ccc(OCC3CN(C)c4ccccc4O3)cc2)c1, CO, [Na+], C1CCOC1, [OH-]. The product is CN1CC(COc2ccc(C(=O)Nc3cccc(CC(=O)O)c3)cc2)Oc2ccccc21. RXN SMILES: [CH3:1][O:2][C:3]([CH2:4][c:5]1[cH:6][c:7]([NH:11][C:12]([c:13]2[cH:14][cH:15][c:16]([O:19][CH2:20][CH:21]3[O:22][c:23]4[c:24]([cH:28][cH:29][cH:30][cH:31]4)[N:25]([CH3:27])[CH2:26]3)[cH:17][cH:18]2)=[O:32])[cH:8][cH:9][cH:10]1)=[O:33].[CH3:41][OH:42].[Na+:40].[O:34]1[CH2:35][CH2:36][CH2:37][CH2:38]1.[OH-:39]>>[O:2]=[C:3]([CH2:4][c:5]1[cH:6][c:7]([NH:11][C:12]([c:13]2[cH:14][cH:15][c:16]([O:19][CH2:20][CH:21]3[O:22][c:23]4[c:24]([cH:28][cH:29][cH:30][cH:31]4)[N:25]([CH3:27])[CH2:26]3)[cH:17][cH:18]2)=[O:32])[cH:8][cH:9][cH:10]1)[OH:33]. Product: FC1=CC=C(C=C1)COC1=C(C(=O)OC)C=C(C=C1)\C=C/C=O (Methyl 2-{[(4-fluorophenyl)methyl]oxy}-5-[(1Z)-3-oxo-1-propen-1-yl]benzoate). Solvent: CN(C=O)C (N,N-dimethylformamide). RXN SMILES: [F:1][C:2]1[CH:7]=[CH:6][C:5]([CH2:8][O:9][C:10]2[CH:19]=[CH:18][C:17](I)=[CH:16][C:11]=2[C:12]([O:14][CH3:15])=[O:13])=[CH:4][CH:3]=1.C([O:23][CH:24](OCC)[CH:25]=[CH2:26])C.C(=O)([O-])[O-].[K+].[K+].Cl>CN(C)C=O>[F:1][C:2]1[CH:7]=[CH:6][C:5]([CH2:8][O:9][C:10]2[CH:19]=[CH:18][C:17](/[CH:26]=[CH:25]\[CH:24]=[O:23])=[CH:16][C:11]=2[C:12]([O:14][CH3:15])=[O:13])=[CH:4][CH:3]=1 |f:2.3.4|. Procedure: To a suspension of methyl 2-{[(4-fluorophenyl)methyl]oxy}-5-iodobenzoate (may be prepared as described in Description 112; 740 mg, 1.92 mmol) in N,N-dimethylformamide (5 ml) was added 3,3-bis(ethyloxy)-1-propene (0.88 ml, 5.8 mmol), potassium carbonate (397 mg, 2.87 mmol) and PdOAc2 (25.8 mg, 0.115 mmol). The reaction was heated in the microwave at 120° C. for 40 minutes, cooled and then 2M HCl (5 ml) was added and the mixture stirred for 20 minutes. The mixture was extracted with diethyl ether ... Reactants: Cl (HCl), C(C)OC(C=C)OCC (3,3-bis(ethyloxy)-1-propene), C([O-])([O-])=O.[K+].[K+] (potassium carbonate), FC1=CC=C(C=C1)COC1=C(C(=O)OC)C=C(C=C1)I (methyl 2-{[(4-fluorophenyl)methyl]oxy}-5-iodobenzoate). Conditions: temperature 120 celsius, time 20 minute. Starting materials: C(C)(C)(C)OC(=O)C=1C(=CC=CC1)C1=CC(=C(C=C1)CN1C(=NC(=C1C=NO)C=C)OCC)F (4′-[2-Ethoxy-5-(hydroxyiminomethyl)-4-vinylimidazol-1-ylmethyl]-3′-fluoro-biphenyl-2-carboxylic acid t-butyl ester). The reagents and catalysts are [Pd] (palladium). Run in CCO (EtOH), CCO (EtOH). Run at time 1 hour. Yields the product C(C)(C)(C)OC(=O)C=1C(=CC=CC1)C1=CC(=C(C=C1)CN1C(=NC(=C1C=NO)CC)OCC)F (4′-[2-Ethoxy-4-ethyl-5-(hydroxyiminomethyl)imidazol-1-ylmethyl]-3′-fluoro-biphenyl-2-carboxylic acid t-butyl ester). The yield is 97.2%. RXN SMILES: [C:1]([O:5][C:6]([C:8]1[C:9]([C:14]2[CH:19]=[CH:18][C:17]([CH2:20][N:21]3[C:25]([CH:26]=[N:27][OH:28])=[C:24]([CH:29]=[CH2:30])[N:23]=[C:22]3[O:31][CH2:32][CH3:33])=[C:16]([F:34])[CH:15]=2)=[CH:10][CH:11]=[CH:12][CH:13]=1)=[O:7])([CH3:4])([CH3:3])[CH3:2]>CCO.[Pd]>[C:1]([O:5][C:6]([C:8]1[C:9]([C:14]2[CH:19]=[CH:18][C:17]([CH2:20][N:21]3[C:25]([CH:26]=[N:27][OH:28])=[C:24]([CH2:29][CH3:30])[N:23]=[C:22]3[O:31][CH2:32][CH3:33])=[C:16]([F:34])[CH:15]=2)=[CH:10][CH:11]=[CH:12][CH:13]=1)=[O:7])([CH3:2])([CH3:4])[CH3:3]. Reported procedure: Compound B (1.0 g, 2.2 mmol) was dissolved in EtOH (54 mL, 940 mmol), and added to a flask containing palladium (200 mg, 2 mmol) in 10 mL of EtOH. The mixture was degassed and stirred under hydrogen for 1 hour. The palladium was filtered and the solvent was concentrated to yield compound C (1.0 g), which was immediately carried on to the next reaction. RXN SMILES: [C:11]([c:12]1[cH:13][n:14][cH:15][cH:16][cH:17]1)(=[O:18])[Cl:19].[CH:20]([N:21]([CH:22]([CH3:23])[CH3:24])[CH2:25][CH3:26])([CH3:27])[CH3:28].[Cl:29][CH2:30][Cl:31].[NH2:1][c:2]1[c:3]([CH2:8][C:9]#[N:10])[cH:4][cH:5][cH:6][cH:7]1>>[NH:1]([c:2]1[c:3]([CH2:8][C:9]#[N:10])[cH:4][cH:5][cH:6][cH:7]1)[C:11]([c:12]1[cH:13][n:14][cH:15][cH:16][cH:17]1)=[O:18]. Product: N#CCc1ccccc1NC(=O)c1cccnc1. The reactants are O=C(Cl)c1cccnc1, CCN(C(C)C)C(C)C, ClCCl, N#CCc1ccccc1N. Reactants: BrC=1C=C2C(=NC1C)NC=N2 (6-bromo-5-methyl-3H-imidazo[4,5-b]pyridine), C1=CC(=CC(=C1)Cl)C(=O)OO (m-CPBA). Run in C(Cl)Cl (CH2Cl2). Reaction conditions: time 16 hour. Yields the product BrC=1C=C2C(=[N+](C1C)[O-])NC=N2 (6-bromo-5-methyl-3H-imidazo[4,5-b]pyridine 4-oxide). As a reaction SMILES: [Br:1][C:2]1[CH:3]=[C:4]2[N:11]=[CH:10][NH:9][C:5]2=[N:6][C:7]=1[CH3:8].C1C=C(Cl)C=C(C(OO)=[O:20])C=1>C(Cl)Cl>[Br:1][C:2]1[CH:3]=[C:4]2[N:11]=[CH:10][NH:9][C:5]2=[N+:6]([O-:20])[C:7]=1[CH3:8]. Procedure: To a solution of 6-bromo-5-methyl-3H-imidazo[4,5-b]pyridine (1.00 equivalent) (Graboyes et al J. Am. Chem. Soc. 1957, 79, 6421-6426) in CH2Cl2 is added m-CPBA (1.50 equivalents). The resulting solution is stirred at room temperature for 16 hours. The precipitate is filtered off, washed with ether, and dried in vacuo to afford the desired product. The product is purified by re-crystallization if further purification is necessary. Reactants: C(C)(C)(C)OC(NC1=C(C=C(C(=C1)N(C)CC(C)C)C(F)(F)F)NC(CC(=O)C1=CC(=CC=C1)C1=CC(=NC(=C1)C)C)=O)=O ([2-{3-[3-(2,6-dimethyl-pyridin-4-yl)-phenyl]-3-oxo-propionylamino}-5-(isobutyl-methyl-amino)-4-trifluoromethyl-phenyl]-carbamic acid tert-butyl ester), C(=O)(C(F)(F)F)O (TFA). Solvent: C(Cl)Cl (CH2Cl2). The product is CC1=NC(=CC(=C1)C=1C=C(C=CC1)C1=NC2=C(NC(C1)=O)C=C(C(=C2)N(C)CC(C)C)C(F)(F)F)C (4-[3-(2,6-Dimethyl-pyridin-4-yl)-phenyl]-7-(isobutyl-methyl-amino)-8-trifluoromethyl-1,3-dihydro-benzo[b][1,4]diazepin-2-one), solid. The yield is 88.0%. As a reaction SMILES: C(OC(=O)[NH:7][C:8]1[CH:13]=[C:12]([N:14]([CH2:16][CH:17]([CH3:19])[CH3:18])[CH3:15])[C:11]([C:20]([F:23])([F:22])[F:21])=[CH:10][C:9]=1[NH:24][C:25](=[O:43])[CH2:26][C:27]([C:29]1[CH:34]=[CH:33][CH:32]=[C:31]([C:35]2[CH:40]=[C:39]([CH3:41])[N:38]=[C:37]([CH3:42])[CH:36]=2)[CH:30]=1)=O)(C)(C)C.C(O)(C(F)(F)F)=O>C(Cl)Cl>[CH3:42][C:37]1[CH:36]=[C:35]([C:31]2[CH:30]=[C:29]([C:27]3[CH2:26][C:25](=[O:43])[NH:24][C:9]4[CH:10]=[C:11]([C:20]([F:22])([F:21])[F:23])[C:12]([N:14]([CH2:16][CH:17]([CH3:18])[CH3:19])[CH3:15])=[CH:13][C:8]=4[N:7]=3)[CH:34]=[CH:33][CH:32]=2)[CH:40]=[C:39]([CH3:41])[N:38]=1. Procedure: The title compound was prepared from [2-{3-[3-(2,6-dimethyl-pyridin-4-yl)-phenyl]-3-oxo-propionylamino}-5-(isobutyl-methyl-amino)-4-trifluoromethyl-phenyl]-carbamic acid tert-butyl ester (Example M303) (0.37 g, 0.60 mmol) by treatment with TFA in CH2Cl2 according to the general procedure N. Obtained as an off-white solid (262 mg, 88%). Reactants: CC(C(C#N)(C1=CC=CC=C1)CCCC)CC=C (methyl 2-butyl-2-phenylhex-5-enenitrile). Run in ClCCl (dichloromethane). Product: C1(=CC=CC=C1)C1(CC\C=C/CC1)C#N ((Z)-1-phenylcyclohept-4-enecarbonitrile). Reaction SMILES: C[CH:2]([CH2:16][CH:17]=[CH2:18])[C:3]([CH2:12][CH2:13]CC)([C:6]1[CH:11]=[CH:10][CH:9]=[CH:8][CH:7]=1)[C:4]#[N:5]>ClCCl>[C:6]1([C:3]2([C:4]#[N:5])[CH2:2][CH2:16][CH:17]=[CH:18][CH2:13][CH2:12]2)[CH:7]=[CH:8][CH:9]=[CH:10][CH:11]=1. Procedure details: To a solution of methyl 2-butyl-2-phenylhex-5-enenitrile (733 mg, step A) in dichloromethane (65 mL) was added benzylidene-bis(tricyclhexylphosphine) dichlororuthenium (134 mg) and the resulting suspension was heated under reflux for 1 h. The solvent was removed in vacuo to give the title compound. The crude product was used for the reduction to the aldehyde without purification. 1H NMR (400 MHz, CDCl3) δ 1.93 (2H, t, J=12.4 Hz), 2.11 (2H, m), 2.30 (2H, m), 2.57 (2H, t, J=12.0 Hz), 5.91 (2H, m),...